From a dataset of the Open Reaction Database (ORD), a public repository of structured organic reaction records. describe an organic reaction: reactants, conditions, products, and yield Reactants: Cc1cccc(Br)n1, C1COCCO1, C[Sn](C)(C)[Sn](C)(C)C, Brc1ncoc1-c1ccc2c(c1)OCO2, c1ccc(P(c2ccccc2)(c2ccccc2)[Pd](P(c2ccccc2)(c2ccccc2)c2ccccc2)(P(c2ccccc2)(c2ccccc2)c2ccccc2)P(c2ccccc2)(c2ccccc2)c2ccccc2)cc1. Yields the product Cc1cccc(-c2ncoc2-c2ccc3c(c2)OCO3)n1. RXN SMILES: [Br:16][c:17]1[n:18][c:19]([CH3:23])[cH:20][cH:21][cH:22]1.[CH2:32]1[O:33][CH2:34][CH2:35][O:36][CH2:37]1.[CH3:24][Sn:25]([CH3:26])([CH3:27])[Sn:28]([CH3:29])([CH3:30])[CH3:31].[O:1]1[CH2:2][O:3][c:4]2[c:5]1[cH:6][cH:7][c:8](-[c:10]1[c:11]([Br:15])[n:12][cH:13][o:14]1)[cH:9]2.[cH:38]1[cH:39][cH:40][c:41]([P:42]([Pd:43]([P:44]([c:45]2[cH:46][cH:47][cH:48][cH:49][cH:50]2)([c:51]2[cH:52][cH:53][cH:54][cH:55][cH:56]2)[c:57]2[cH:58][cH:59][cH:60][cH:61][cH:62]2)([P:63]([c:64]2[cH:65][cH:66][cH:67][cH:68][cH:69]2)([c:70]2[cH:71][cH:72][cH:73][cH:74][cH:75]2)[c:76]2[cH:77][cH:78][cH:79][cH:80][cH:81]2)[P:82]([c:83]2[cH:84][cH:85][cH:86][cH:87][cH:88]2)([c:89]2[cH:90][cH:91][cH:92][cH:93][cH:94]2)[c:95]2[cH:96][cH:97][cH:98][cH:99][cH:100]2)([c:101]2[cH:102][cH:103][cH:104][cH:105][cH:106]2)[c:107]2[cH:108][cH:109][cH:110][cH:111][cH:112]2)[cH:113][cH:114]1>>[O:1]1[CH2:2][O:3][c:4]2[c:5]1[cH:6][cH:7][c:8](-[c:10]1[c:11](-[c:17]3[n:18][c:19]([CH3:23])[cH:20][cH:21][cH:22]3)[n:12][cH:13][o:14]1)[cH:9]2.